Dataset: the Open Reaction Database (ORD), a public repository of structured organic reaction records. Task: describe an organic reaction: reactants, conditions, products, and yield The reactants are ClS(=O)(=O)C1=CC=C(C(=O)Cl)C=C1 (4-Chlorosulfonylbenzoyl chloride), CO (methanol). Solvent: O (water). The product is ClS(=O)(=O)C1=CC=C(C(=O)OC)C=C1 (methyl 4-chlorosulfonylbenzoate). Reaction SMILES: [Cl:1][S:2]([C:5]1[CH:13]=[CH:12][C:8]([C:9](Cl)=[O:10])=[CH:7][CH:6]=1)(=[O:4])=[O:3].[CH3:14][OH:15]>O>[Cl:1][S:2]([C:5]1[CH:13]=[CH:12][C:8]([C:9]([O:15][CH3:14])=[O:10])=[CH:7][CH:6]=1)(=[O:4])=[O:3]. Procedure details: 4-Chlorosulfonylbenzoyl chloride (2), (83.27 mMole) was cooled in an ice/acetone bath while methanol (50 mL) was slowly added with good stirring and mixing, keeping the temperature below 20° C. After the addition, the mixture was stirred at room temperature for 15 minutes and then treated with water (100 mL). The white solid was filtered off, washed well with water and air-dried to give 19 g of methyl 4-chlorosulfonylbenzoate. Reactants: N1=C(Cl)N=C(Cl)N=C1Cl (cyanuric chloride), C[Mg]Br (methylmagnesium bromide), COC1=CC=C(CN)C=C1 (4-methoxybenzylamine), CCN(C(C)C)C(C)C (DIPEA). The solvent is C(Cl)Cl (DCM). Conditions: temperature -10 celsius, time 4 hour. The product is ClC1=NC(=NC(=N1)C)NCC1=CC=C(C=C1)OC (4-Chloro-N-(4-methoxybenzyl)-6-methyl-1,3,5-triazin-2-amine). As a reaction SMILES: [N:1]1[C:8](Cl)=[N:7][C:5](Cl)=[N:4][C:2]=1[Cl:3].C[Mg]Br.[CH3:13][O:14][C:15]1[CH:22]=[CH:21][C:18]([CH2:19][NH2:20])=[CH:17][CH:16]=1.[CH3:23]CN(C(C)C)C(C)C>C(Cl)Cl>[Cl:3][C:2]1[N:1]=[C:8]([CH3:23])[N:7]=[C:5]([NH:20][CH2:19][C:18]2[CH:21]=[CH:22][C:15]([O:14][CH3:13])=[CH:16][CH:17]=2)[N:4]=1. Procedure: To a solution of cyanuric chloride (3.69 g, 20 mmol) in DCM (100 mL) at −10° C. was added methylmagnesium bromide (20 mL, 60 mmol, 3.0M solution in ether) maintaining the temperature at −10° C. The reaction was stirred for 4 h at −10° C. and then quenched with saturated ammonium chloride solution (20 mL). The organic layer was separated, dried (MgSO4) and filtered. The filtrate was cooled to 0° C. before the addition of 4-methoxybenzylamine (2.74 g, 20 mmol) and DIPEA (2.6 g, 20 mmol) took place...